From a dataset of the Open Reaction Database (ORD), a public repository of structured organic reaction records. describe an organic reaction: reactants, conditions, products, and yield The reactants are O=C([O-])[O-], Cc1c[nH]c2ccc(O)cc12, N#Cc1cc2c(Cl)ccnc2cc1OCCCN1CCCC1, [K+], [K+], CN(C)C=O. Product: Cc1c[nH]c2ccc(Oc3ccnc4cc(OCCCN5CCCC5)c(C#N)cc34)cc12. RXN SMILES: [C:23](=[O:24])([O-:25])[O-:26].[CH3:29][c:30]1[cH:31][nH:32][c:33]2[cH:34][cH:35][c:36]([OH:39])[cH:37][c:38]12.[Cl:1][c:2]1[cH:3][cH:4][n:5][c:6]2[cH:7][c:8]([O:14][CH2:15][CH2:16][CH2:17][N:18]3[CH2:19][CH2:20][CH2:21][CH2:22]3)[c:9]([C:12]#[N:13])[cH:10][c:11]12.[K+:27].[K+:28].[O:40]=[CH:41][N:42]([CH3:43])[CH3:44]>>[c:2]1([O:39][c:36]2[cH:35][cH:34][c:33]3[nH:32][cH:31][c:30]([CH3:29])[c:38]3[cH:37]2)[cH:3][cH:4][n:5][c:6]2[cH:7][c:8]([O:14][CH2:15][CH2:16][CH2:17][N:18]3[CH2:19][CH2:20][CH2:21][CH2:22]3)[c:9]([C:12]#[N:13])[cH:10][c:11]12.